Dataset: the Open Reaction Database (ORD), a public repository of structured organic reaction records. Task: describe an organic reaction: reactants, conditions, products, and yield Reactants: O (Water), N#N (N2), C(C)(C)(C)[Si](OC(C)C=1OC(=CN1)C=O)(C)C (2-[1-(tert-butyl-dimethyl-silanyloxy)-ethyl]-oxazole-5-carbaldehyde), [BH4-].[Na+] (NaBH4). Solvent: CO (MeOH). Reaction conditions: time 20 minute. Yields the product C(C)(C)(C)[Si](OC(C)C=1OC(=CN1)CO)(C)C ({2-[1-(tert-Butyl-dimethyl-silanyloxy)-ethyl]-oxazol-5-yl}-methanol). Reaction SMILES: N#N.[C:3]([Si:7]([CH3:19])([CH3:18])[O:8][CH:9]([C:11]1[O:12][C:13]([CH:16]=[O:17])=[CH:14][N:15]=1)[CH3:10])([CH3:6])([CH3:5])[CH3:4].[BH4-].[Na+].O>CO>[C:3]([Si:7]([CH3:19])([CH3:18])[O:8][CH:9]([C:11]1[O:12][C:13]([CH2:16][OH:17])=[CH:14][N:15]=1)[CH3:10])([CH3:4])([CH3:6])[CH3:5] |f:2.3|. Procedure: In a flame dried round-bottomed flask equipped with a magnetic stir bar and under inert atmosphere (N2), 2-[1-(tert-butyl-dimethyl-silanyloxy)-ethyl]-oxazole-5-carbaldehyde (457 mg, 1.79 mmol) was dissolved in MeOH (8.0 mL). NaBH4 (92 mg, 2.33 mmol) was added portionwise at 0° C. and the reaction mixture stirred at rt for 20 min. Water (16 mL) was added and the mixture extracted with EA (3×20 mL). The combined org. extracts were dried over MgSO4, filtered, and the solvents were removed under red... Reactants: CS(=O)(=O)Cl (methanesulfonylchloride), N1=CC=CC=C1 (pyridine), C(C)(C)(C)OC(=O)N1CCC(CC1)(C)CO (4-hydroxymethyl-4-methylpiperidine-1-carboxylic acid tert-butyl ester), N1=CC=CC=C1 (pyridine), CS(=O)(=O)Cl (methanesulfonyl chloride). Solvent: ClCCl (dichloromethane). Conditions: time 3 hour. The product is C(C)(C)(C)OC(=O)N1CCC(CC1)(C)COS(=O)(=O)C (4-methanesulfonyloxymethyl-4-methylpiperidine-1-carboxylic acid tert-butyl ester). Isolated yield 95.5%. Reaction SMILES: [C:1]([O:5][C:6]([N:8]1[CH2:13][CH2:12][C:11]([CH2:15][OH:16])([CH3:14])[CH2:10][CH2:9]1)=[O:7])([CH3:4])([CH3:3])[CH3:2].N1C=CC=CC=1.[CH3:23][S:24](Cl)(=[O:26])=[O:25]>ClCCl>[C:1]([O:5][C:6]([N:8]1[CH2:13][CH2:12][C:11]([CH2:15][O:16][S:24]([CH3:23])(=[O:26])=[O:25])([CH3:14])[CH2:10][CH2:9]1)=[O:7])([CH3:4])([CH3:3])[CH3:2]. Reported procedure: To 4-hydroxymethyl-4-methylpiperidine-1-carboxylic acid tert-butyl ester (1.25 g, 5.45 mmol) and pyridine (0.661 mL, 8.18 mmol) in dichloromethane (10 mL) at 0° C. is added methanesulfonyl chloride (0.593 mL, 7.63 mmol). After 3 hours, one additional equivalent of methanesulfonylchloride and pyridine are added. After 1 hour the reaction mixture is concentrated, then EtOAc and water are added. The organic layer is concentrated and chromatographed on silica gel eluting with MeOH in dichloromethane...